Dataset: the Open Reaction Database (ORD), a public repository of structured organic reaction records. Task: describe an organic reaction: reactants, conditions, products, and yield The reactants are O=C(O)c1cc2[nH]c(-c3c(Cl)cccc3Cl)nc2c(F)c1F, CN(C)C=O, O=S(Cl)Cl. Yields the product O=C(Cl)c1cc2[nH]c(-c3c(Cl)cccc3Cl)nc2c(F)c1F. Reaction SMILES: [Cl:1][c:2]1[c:3](-[c:9]2[nH:10][c:11]3[c:12]([n:13]2)[c:14]([F:22])[c:15]([F:21])[c:16]([C:18](=[O:19])[OH:20])[cH:17]3)[c:4]([Cl:8])[cH:5][cH:6][cH:7]1.[O:23]=[CH:24][N:25]([CH3:26])[CH3:27].[S:28]([Cl:29])([Cl:30])=[O:31]>>[Cl:1][c:2]1[c:3](-[c:9]2[nH:10][c:11]3[c:12]([n:13]2)[c:14]([F:22])[c:15]([F:21])[c:16]([C:18](=[O:19])[Cl:30])[cH:17]3)[c:4]([Cl:8])[cH:5][cH:6][cH:7]1. The reactants are CC(NC(=O)OC(C)(C)C)C(=O)O, CCN=C=NCCCN(C)C, CN(C)C=O, [NH4+], C1CCOC1, [OH-], O=C1CCC(=O)N1O. Product: CC(NC(=O)OC(C)(C)C)C(N)=O. As a reaction SMILES: [C:1](=[O:2])([O:3][C:4]([CH3:5])([CH3:6])[CH3:7])[NH:8][CH:9]([CH3:10])[C:11](=[O:12])[OH:13].[CH3:14][CH2:15][N:16]=[C:17]=[N:18][CH2:19][CH2:20][CH2:21][N:22]([CH3:23])[CH3:24].[CH3:40][N:41]([CH3:42])[CH:43]=[O:44].[NH4+:33].[O:35]1[CH2:36][CH2:37][CH2:38][CH2:39]1.[OH-:34].[OH:25][N:26]1[C:27](=[O:28])[CH2:29][CH2:30][C:31]1=[O:32]>>[C:1](=[O:2])([O:3][C:4]([CH3:5])([CH3:6])[CH3:7])[NH:8][CH:9]([CH3:10])[C:11](=[O:13])[NH2:16]. The reactants are COC(=O)C1CC(N(C(C)=O)C2CCC(C)(C)CC2)CN1C(=O)OC(C)(C)C, CO, [Li+], [OH-], O. Product: CC(=O)N(C1CCC(C)(C)CC1)C1CC(C(=O)O)N(C(=O)OC(C)(C)C)C1. RXN SMILES: [CH3:1][O:2][C:3](=[O:4])[CH:5]1[N:6]([C:22](=[O:23])[O:24][C:25]([CH3:26])([CH3:27])[CH3:28])[CH2:7][CH:8]([N:10]([CH:11]2[CH2:12][CH2:13][C:14]([CH3:17])([CH3:18])[CH2:15][CH2:16]2)[C:19]([CH3:20])=[O:21])[CH2:9]1.[CH3:31][OH:32].[Li+:30].[OH-:29].[OH2:33]>>[O:2]=[C:3]([OH:4])[CH:5]1[N:6]([C:22](=[O:23])[O:24][C:25]([CH3:26])([CH3:27])[CH3:28])[CH2:7][CH:8]([N:10]([CH:11]2[CH2:12][CH2:13][C:14]([CH3:17])([CH3:18])[CH2:15][CH2:16]2)[C:19]([CH3:20])=[O:21])[CH2:9]1. Reactants: compound 22, NC1=C(OCCCC(=O)OCC)C=CC=C1 (ethyl 4-(2-aminophenoxy)butyrate), CC(C(CCC)C)N1C=CC2=CC(=CC=C12)/C(=C/C(=O)O)/C (3-[1-(1,2-dimethylpentyl)indol-5-yl]isocrotonic acid). Yields the product CC(C(CCC)C)N1C=CC2=CC(=CC=C12)/C(=C/C(=O)NC1=C(OCCCC(=O)O)C=CC=C1)/C (4-{2-[3-[1-(1,2-dimethylpentyl)indol-5-yl]isocrotonoyl amino]phenoxy}butyric acid). Reaction SMILES: [NH2:1][C:2]1[CH:16]=[CH:15][CH:14]=[CH:13][C:3]=1[O:4][CH2:5][CH2:6][CH2:7][C:8]([O:10]CC)=[O:9].[CH3:17][CH:18]([N:24]1[C:32]2[C:27](=[CH:28][C:29](/[C:33](/[CH3:38])=[CH:34]/[C:35](O)=[O:36])=[CH:30][CH:31]=2)[CH:26]=[CH:25]1)[CH:19]([CH3:23])[CH2:20][CH2:21][CH3:22]>>[CH3:17][CH:18]([N:24]1[C:32]2[C:27](=[CH:28][C:29](/[C:33](/[CH3:38])=[CH:34]/[C:35]([NH:1][C:2]3[CH:16]=[CH:15][CH:14]=[CH:13][C:3]=3[O:4][CH2:5][CH2:6][CH2:7][C:8]([OH:10])=[O:9])=[O:36])=[CH:30][CH:31]=2)[CH:26]=[CH:25]1)[CH:19]([CH3:23])[CH2:20][CH2:21][CH3:22]. Procedure: 0.45 g of compound 22 was obtained in a similar manner to those described in the Examples 1 and 2 using 0.75 g of ethyl 4-(2-aminophenoxy)butyrate and 0.50 g of 3-[1-(1,2-dimethylpentyl)indol-5-yl]isocrotonic acid obtained according the procedures described in the Reference Examples 1-4.